From a dataset of the Open Reaction Database (ORD), a public repository of structured organic reaction records. describe an organic reaction: reactants, conditions, products, and yield Starting materials: C, CC(=O)NCC=C1CCc2ccc3nn(C)c(C)c3c21, CO, [Pd]. Product: CC(=O)NCCC1CCc2ccc3nn(C)c(C)c3c21. RXN SMILES: [C:23].[CH3:1][c:2]1[n:3]([CH3:20])[n:4][c:5]2[cH:6][cH:7][c:8]3[c:9]([c:10]12)[C:11](=[CH:14][CH2:15][NH:16][C:17]([CH3:18])=[O:19])[CH2:12][CH2:13]3.[CH3:21][OH:22].[Pd:24]>>[CH3:1][c:2]1[n:3]([CH3:20])[n:4][c:5]2[cH:6][cH:7][c:8]3[c:9]([c:10]12)[CH:11]([CH2:14][CH2:15][NH:16][C:17]([CH3:18])=[O:19])[CH2:12][CH2:13]3.